This data is from the Open Reaction Database (ORD), a public repository of structured organic reaction records. The task is: describe an organic reaction: reactants, conditions, products, and yield Procedure details: A mixture of 6-bromo-7-methylindoline-2,3-dione (G. W. Rewcastle et al., J. Med. Chem. 1991, 34(1), 217-222; 7.65 g, 31.9 mmol) and hydrazine monohydrate (35.9 g, 35 ml, 718 mmol) was heated to 130° C. for 3 h and then cooled to 10° C. 37% HCl (72.2 g, 60.2 ml, 733 mmol) was added slowly. The precipitate was filtered through sintered glass, washed excessively with water, than with little heptane and dried under high vacuum. The title compound was obtained as yellow crystals and used for the next... Conditions: temperature 130 celsius. As a reaction SMILES: [Br:1][C:2]1[C:10]([CH3:11])=[C:9]2[C:5]([C:6](=O)[C:7](=[O:12])[NH:8]2)=[CH:4][CH:3]=1.O.NN.Cl>>[Br:1][C:2]1[C:10]([CH3:11])=[C:9]2[C:5]([CH2:6][C:7](=[O:12])[NH:8]2)=[CH:4][CH:3]=1 |f:1.2|. Reactants: BrC1=CC=C2C(C(NC2=C1C)=O)=O (6-bromo-7-methylindoline-2,3-dione), O.NN (hydrazine monohydrate), Cl (HCl). Yields the product BrC1=CC=C2CC(NC2=C1C)=O (6-Bromo-7-methyl-1,3-dihydro-indol-2-one).